This data is from the Open Reaction Database (ORD), a public repository of structured organic reaction records. The task is: describe an organic reaction: reactants, conditions, products, and yield Reactants: CC(=O)OC(C)=O, NCCc1ccccc1, c1ccncc1. Yields the product CC(=O)NCCc1ccccc1. Reaction SMILES: [CH3:10][C:11](=[O:12])[O:13][C:14](=[O:15])[CH3:16].[NH2:1][CH2:2][CH2:3][c:4]1[cH:5][cH:6][cH:7][cH:8][cH:9]1.[cH:17]1[cH:18][cH:19][n:20][cH:21][cH:22]1>>[NH:1]([CH2:2][CH2:3][c:4]1[cH:5][cH:6][cH:7][cH:8][cH:9]1)[C:11]([CH3:10])=[O:12]. Starting materials: O (water), ice, FC1=CC=C2CCC(N(C2=C1)C)=O (7-fluoro-1-methyl-3,4-dihydro-1H-quinolin-2-one), C1CC(=O)N(C1=O)Br (NBS). Solvent: CN(C)C=O (DMF), CCOC(=O)C (EtOAc). Conditions: time 3 hour. Yields the product BrC=1C=C2CCC(N(C2=CC1F)C)=O (6-Bromo-7-fluoro-1-methyl-3,4-dihydro-1H-quinolin-2-one). Yield: 78.0%. RXN SMILES: [F:1][C:2]1[CH:11]=[C:10]2[C:5]([CH2:6][CH2:7][C:8](=[O:13])[N:9]2[CH3:12])=[CH:4][CH:3]=1.C1C(=O)N([Br:21])C(=O)C1.O>CN(C=O)C.CCOC(C)=O>[Br:21][C:3]1[CH:4]=[C:5]2[C:10](=[CH:11][C:2]=1[F:1])[N:9]([CH3:12])[C:8](=[O:13])[CH2:7][CH2:6]2. Procedure details: To an ice cold solution of 7-fluoro-1-methyl-3,4-dihydro-1H-quinolin-2-one (16.0 g, 89.4 mmol) in DMF (200 mL) was added NBS (16.0 g, 89.4 mmol). After the addition, the reaction mixture was warmed up to room temperature and stirred for 3 hr. After LC-MS analysis indicated the completion of reaction, the mixture was diluted with EtOAc (500 mL) and poured into water (500 mL). The aqueous layer was then extracted with EtOAc (200 mL, 3×) and the combined organic layers were washed with brine, dried... Reactants: C=CCOC(=O)N1CC(SC(=O)OC(C)(C)C)CC1CN(Cc1cccc2ccccc12)C(=O)CC(C)C, ClCCl. Yields the product CC(C)CC(=O)N(Cc1cccc2ccccc12)CC1CC(SC(=O)OC(C)(C)C)CN1. RXN SMILES: [CH3:1][CH:2]([CH2:3][C:4](=[O:5])[N:6]([CH2:7][CH:8]1[N:9]([C:21]([O:22][CH2:23][CH:24]=[CH2:25])=[O:26])[CH2:10][CH:11]([S:13][C:14](=[O:15])[O:16][C:17]([CH3:18])([CH3:19])[CH3:20])[CH2:12]1)[CH2:27][c:28]1[cH:29][cH:30][cH:31][c:32]2[cH:33][cH:34][cH:35][cH:36][c:37]12)[CH3:38].[Cl:39][CH2:40][Cl:41]>>[CH3:1][CH:2]([CH2:3][C:4](=[O:5])[N:6]([CH2:7][CH:8]1[NH:9][CH2:10][CH:11]([S:13][C:14](=[O:15])[O:16][C:17]([CH3:18])([CH3:19])[CH3:20])[CH2:12]1)[CH2:27][c:28]1[cH:29][cH:30][cH:31][c:32]2[cH:33][cH:34][cH:35][cH:36][c:37]12)[CH3:38]. Starting materials: FC1=CC=2C3=C(NC2C=C1)C1(CCNCC1)CC3 (1,4-dihydro-7-fluorospiro[cyclopent[b]indole-3(2H), 4'-piperidine]), C([O-])([O-])=O.[Cs+].[Cs+] (cesium carbonate), BrCCCOC1=C(C=C(C=C1)C(C)=O)OC (1-[4-(3-bromopropoxy)-3-methoxyphenyl]ethanone). The solvent is C(C)#N (acetonitrile). Reaction conditions: temperature 80 celsius. The product is O.FC1=CC=2C3=C(NC2C=C1)C1(CCN(CC1)CCCOC1=C(C=C(C=C1)C(C)=O)OC)CC3 (1-[4-[3-(7-Fluoro-1,4-dihydrospiro[cyclopent[b]indole-3(2H),4'-piperidine]-1'-yl)propoxy]-3-methoxyphenyl]ethanone hydrate). Isolated yield 18.1%. Reaction SMILES: [F:1][C:2]1[CH:10]=[CH:9][C:8]2[NH:7][C:6]3[C:11]4([CH2:17][CH2:18][C:5]=3[C:4]=2[CH:3]=1)[CH2:16][CH2:15][NH:14][CH2:13][CH2:12]4.C(=O)([O-])[O-:20].[Cs+].[Cs+].Br[CH2:26][CH2:27][CH2:28][O:29][C:30]1[CH:35]=[CH:34][C:33]([C:36](=[O:38])[CH3:37])=[CH:32][C:31]=1[O:39][CH3:40]>C(#N)C>[OH2:20].[F:1][C:2]1[CH:10]=[CH:9][C:8]2[NH:7][C:6]3[C:11]4([CH2:17][CH2:18][C:5]=3[C:4]=2[CH:3]=1)[CH2:12][CH2:13][N:14]([CH2:26][CH2:27][CH2:28][O:29][C:30]1[CH:35]=[CH:34][C:33]([C:36](=[O:38])[CH3:37])=[CH:32][C:31]=1[O:39][CH3:40])[CH2:15][CH2:16]4 |f:1.2.3,6.7|. Procedure details: To a solution of 1,4-dihydro-7-fluorospiro[cyclopent[b]indole-3(2H), 4'-piperidine] (3.00 g) in acetonitrile (30 ml) was added cesium carbonate (6.97 g) and 1-[4-(3-bromopropoxy)-3-methoxyphenyl]ethanone (3.38 g), under nitrogen, with stirring. The reaction mixture was heated at 80° C. for 3 hrs and allowed to cool to ambient temperature. The mixture was extracted with ethyl acetate. The extracts were washed with water, dried over anhydrous magnesium sulfate, filtered, and the filtrate was conce... The reactants are ClCCl, [Na+], [Na+], [Na+], O=C([O-])O, CC12CCC3C(CC=C4CC(O)CCC43C)C1CCC2=O, O=C(OO)c1cccc(Cl)c1, O=S([O-])[O-]. Yields the product CC12CCC3C(CC4OC45CC(O)CCC35C)C1CCC2=O. RXN SMILES: [Cl:44][CH2:45][Cl:46].[Na+:37].[Na+:38].[Na+:43].[O-:39][C:40]([OH:41])=[O:42].[OH:1][CH:2]1[CH2:3][C:4]2=[CH:5][CH2:6][CH:7]3[CH:8]4[CH2:9][CH2:10][C:11](=[O:21])[C:12]4([CH3:13])[CH2:14][CH2:15][CH:16]3[C:17]2([CH3:20])[CH2:18][CH2:19]1.[OH:22][O:23][C:24]([c:25]1[cH:26][c:27]([Cl:28])[cH:29][cH:30][cH:31]1)=[O:32].[S:33]([O-:34])([O-:35])=[O:36]>>[OH:1][CH:2]1[CH2:3][C:4]23[CH:5]([CH2:6][CH:7]4[CH:8]5[CH2:9][CH2:10][C:11](=[O:21])[C:12]5([CH3:13])[CH2:14][CH2:15][CH:16]4[C:17]2([CH3:20])[CH2:18][CH2:19]1)[O:22]3. Reactants: COC(=O)Nc1nc2cc(S(=O)(=O)O)ccc2[nH]1, [Cl-], Cl, O, Cl[Sn]Cl. The product is COC(=O)Nc1nc2cc(S)ccc2[nH]1. Reaction SMILES: [CH3:3][O:4][C:5](=[O:6])[NH:7][c:8]1[n:9][c:10]2[c:11]([nH:12]1)[cH:13][cH:14][c:15]([S:17]([OH:18])(=[O:19])=[O:20])[cH:16]2.[Cl-:2].[ClH:1].[OH2:24].[Sn:21]([Cl:22])[Cl:23]>>[CH3:3][O:4][C:5](=[O:6])[NH:7][c:8]1[n:9][c:10]2[c:11]([nH:12]1)[cH:13][cH:14][c:15]([SH:17])[cH:16]2.